This data is from the Open Reaction Database (ORD), a public repository of structured organic reaction records. The task is: describe an organic reaction: reactants, conditions, products, and yield Reactants: NC=1N=NC=CC1 (3-aminopyridazine), FC1=CC=C(C#N)C=C1 (4-fluorobenzonitrile). The product is C(#N)C1=C(C=CC=C1)NC=1N=NC=CC1 (3[(Cyanophenyl)amino]pyridazine). Reaction SMILES: [NH2:1][C:2]1[N:3]=[N:4][CH:5]=[CH:6][CH:7]=1.F[C:9]1[CH:16]=[CH:15][C:12]([C:13]#[N:14])=[CH:11][CH:10]=1>>[C:13]([C:12]1[CH:15]=[CH:16][CH:9]=[CH:10][C:11]=1[NH:1][C:2]1[N:3]=[N:4][CH:5]=[CH:6][CH:7]=1)#[N:14]. Reported procedure: Starting compounds: 3-aminopyridazine and 4-fluorobenzonitrile The reactants are C1=C(C=C2CCCN3C2=C1C1=C3CCCCC1)N (5,6,9,10,11,12-hexahydro-4H,8H-cyclohepta[4,5]pyrrolo[3,2,1-ij]quinolin-2-amine), C1(CCCCC1)C(=O)Cl (cyclohexanecarbonyl chloride), poly-(4-vinylpyridine). Solvent: ClC(C)Cl (dichloroethane). Yields the product C1=C(C=C2CCCN3C2=C1C1=C3CCCCC1)NC(=O)C1CCCCC1 (N-5,6,9,10,11,12-hexahydro-4H,8H-cyclohepta[4,5]pyrrolo[3,2,1-ij]quinolin-2-ylcyclohexanecarboxamide). Isolated yield 53.7%. RXN SMILES: [CH:1]1[C:10]2[C:11]3[CH2:17][CH2:16][CH2:15][CH2:14][CH2:13][C:12]=3[N:8]3[C:9]=2[C:4]([CH2:5][CH2:6][CH2:7]3)=[CH:3][C:2]=1[NH2:18].[CH:19]1([C:25](Cl)=[O:26])[CH2:24][CH2:23][CH2:22][CH2:21][CH2:20]1>ClC(Cl)C>[CH:1]1[C:10]2[C:11]3[CH2:17][CH2:16][CH2:15][CH2:14][CH2:13][C:12]=3[N:8]3[C:9]=2[C:4]([CH2:5][CH2:6][CH2:7]3)=[CH:3][C:2]=1[NH:18][C:25]([CH:19]1[CH2:24][CH2:23][CH2:22][CH2:21][CH2:20]1)=[O:26]. Reported procedure: Following the procedure of Example 1, Step 4, 5,6,9,10,11,12-hexahydro-4H,8H-cyclohepta[4,5]pyrrolo[3,2,1-ij]quinolin-2-amine (0.10 g, 0.42 mmol), cyclohexanecarbonyl chloride (0.056 mL, 0.42 mmol) and poly-(4-vinylpyridine) (600 mg) in dichloroethane (15 mL) provided 79 mg of N-5,6,9,10,11,12-hexahydro-4H,8H-cyclohepta[4,5]pyrrolo[3,2,1-ij]quinolin-2-ylcyclohexanecarboxamide. MS (ES) m/z 351.2; HPLC purity 100% at 210-370 nm, 11.3 min.; 99.5% at 252 nm, 11.3 min. (Xterra RP18, 3.5 u, 150×4.6 mm... The reactants are CCCCCC (hexane), CC=1N(C(=CC1)C)C1=CC=CC(=N1)C1=C(C=C(C(=C1)CC)O)OC (4-[6-(2,5-Dimethyl-pyrrol-1-yl)-pyridin-2-yl]-6-ethyl-3-methoxyphenol), crude product, C(C)(=O)OCC (ethyl acetate), Cl.NO (hydroxylamine hydrochloride), resultant mixture. The solvent is O (water), C(C)O (ethanol). The product is NC1=CC=CC(=N1)C1=CC(=C(C=C1OC)O)CC (4-(6-Amino-pyridin-2-yl)-2-ethyl-5-methoxyphenol). The yield is 54.5%. Reaction SMILES: CC1[N:3]([C:8]2[N:13]=[C:12]([C:14]3[CH:19]=[C:18]([CH2:20][CH3:21])[C:17]([OH:22])=[CH:16][C:15]=3[O:23][CH3:24])[CH:11]=[CH:10][CH:9]=2)C(C)=CC=1.Cl.NO.C(OCC)(=O)C.CCCCCC>C(O)C.O>[NH2:3][C:8]1[N:13]=[C:12]([C:14]2[C:15]([O:23][CH3:24])=[CH:16][C:17]([OH:22])=[C:18]([CH2:20][CH3:21])[CH:19]=2)[CH:11]=[CH:10][CH:9]=1 |f:1.2|. Procedure details: Under a nitrogen atmosphere, 4.50 g (13.96 mmol) of 4-[6-(2,5-Dimethyl-pyrrol-1-yl)-pyridin-2-yl]-6-ethyl-3-methoxyphenol (7) and 11.64 g (167.5 mmol) of hydroxylamine hydrochloride were combined in 84 mL of ethanol and 14 mL of water. The resultant mixture was allowed to reflux for 16 hours. The reaction mixture was then allowed to cool to ambient temperature and concentrated in vacuo. The resultant yellow residue was partitioned between ethyl acetate (200 mL) and dilute sodium bicarbonate (200... Reactants: C(CCl)Cl (EDC), NC1=CC=C(C=N1)/C=C/C(=O)O ((E)-3-(6-Amino-pyridin-3-yl)-acrylic acid), CNCC=1NC2=CC=CC=C2C1C#N (2-methylaminomethyl-1H-indole-3-carbonitrile), C=1C=CC2=C(C1)N=NN2O (HOBt), CCN(C(C)C)C(C)C (DIPEA). The solvent is O (H2O), O (water), CN(C)C=O (DMF). Conditions: time 3 day. The product is NC1=CC=C(C=N1)C=CC(=O)N(C)CC=1NC2=CC=CC=C2C1C#N (3-(6-amino-pyridin-3-yl)-N-(3-cyano-1H-indol-2-ylmethyl)-N-methyl-acrylamide). Isolated yield 83.6%. Reaction SMILES: C(Cl)CCl.[NH2:5][C:6]1[N:11]=[CH:10][C:9](/[CH:12]=[CH:13]/[C:14]([OH:16])=O)=[CH:8][CH:7]=1.[CH3:17][NH:18][CH2:19][C:20]1[NH:21][C:22]2[C:27]([C:28]=1[C:29]#[N:30])=[CH:26][CH:25]=[CH:24][CH:23]=2.C1C=CC2N(O)N=NC=2C=1.CCN(C(C)C)C(C)C>CN(C=O)C.O>[NH2:5][C:6]1[N:11]=[CH:10][C:9]([CH:12]=[CH:13][C:14]([N:18]([CH2:19][C:20]2[NH:21][C:22]3[C:27]([C:28]=2[C:29]#[N:30])=[CH:26][CH:25]=[CH:24][CH:23]=3)[CH3:17])=[O:16])=[CH:8][CH:7]=1. Procedure: EDC (250 mg, 1.3 mmol) was added to a solution of (E)-3-(6-Amino-pyridin-3-yl)-acrylic acid (172 mg, 1.05 mmol), 2-methylaminomethyl-1H-indole-3-carbonitrile (186 mg, 1.0 mmol), HOBt.H2O (135 mg, 1.0 mmol) and DIPEA (510 μL, 3.0 mmol) in dry DMF (4 mL). After 3 d of stirring, the mixture was diluted with water (50 mL) at 10° C. The resulting precipitate was filtered, washed with water and dried to afford the title compound (277 mg, 84%). 1H NMR (300 MHz, DMSO-d6, 8): 12.1 (m, 1H), 8.16 (s, 1H), ...